Dataset: the Open Reaction Database (ORD), a public repository of structured organic reaction records. Task: describe an organic reaction: reactants, conditions, products, and yield The reactants are O=C([O-])O, O=C(Cl)OCc1ccccc1, Nc1ccc(O)cc1, [Na+], C1CCOC1. The product is O=C(Nc1ccc(O)cc1)OCc1ccccc1. Reaction SMILES: [C:9](=[O:10])([O-:11])[OH:12].[Cl:14][C:15](=[O:16])[O:17][CH2:18][c:19]1[cH:20][cH:21][cH:22][cH:23][cH:24]1.[NH2:1][c:2]1[cH:3][cH:4][c:5]([OH:8])[cH:6][cH:7]1.[Na+:13].[O:25]1[CH2:26][CH2:27][CH2:28][CH2:29]1>>[NH:1]([c:2]1[cH:3][cH:4][c:5]([OH:8])[cH:6][cH:7]1)[C:15](=[O:16])[O:17][CH2:18][c:19]1[cH:20][cH:21][cH:22][cH:23][cH:24]1. The reactants are [BH4-].[Na+] (sodium borohydride), CC1=NC=C(C(=C1O)C=O)CO.Cl (pyridoxal hydrochloride), C(C)(C)(C)NS(=O)(=O)C=1C(=CC=CC1)C1=CC=C(C=C1)N (4′-amino-biphenyl-2-sulfonic acid tert-butylamide), O.C1(=CC=C(C=C1)S(=O)(=O)O)C (p-toluenesulfonic acid monohydrate). Run in CO (methyl alcohol), C1(=CC=CC=C1)C (toluene). Reaction conditions: temperature 100 celsius, time 8 hour. Yields the product C(C)(C)(C)NS(=O)(=O)C=1C(=CC=CC1)C1=CC=C(C=C1)NCC1=C(C(=NC=C1CO)C)O (4′-[(3-Hydroxy-5-hydroxymethyl-2-methyl-pyridin-4-ylmethyl)-amino]-biphenyl-2-sulfonic acid tert-butylamide). Yield: 24.1%. RXN SMILES: [CH3:1][C:2]1[C:7]([OH:8])=[C:6]([CH:9]=O)[C:5]([CH2:11][OH:12])=[CH:4][N:3]=1.Cl.[C:14]([NH:18][S:19]([C:22]1[C:23]([C:28]2[CH:33]=[CH:32][C:31]([NH2:34])=[CH:30][CH:29]=2)=[CH:24][CH:25]=[CH:26][CH:27]=1)(=[O:21])=[O:20])([CH3:17])([CH3:16])[CH3:15].O.C1(C)C=CC(S(O)(=O)=O)=CC=1.[BH4-].[Na+]>C1(C)C=CC=CC=1.CO>[C:14]([NH:18][S:19]([C:22]1[C:23]([C:28]2[CH:33]=[CH:32][C:31]([NH:34][CH2:9][C:6]3[C:5]([CH2:11][OH:12])=[CH:4][N:3]=[C:2]([CH3:1])[C:7]=3[OH:8])=[CH:30][CH:29]=2)=[CH:24][CH:25]=[CH:26][CH:27]=1)(=[O:21])=[O:20])([CH3:17])([CH3:15])[CH3:16] |f:0.1,3.4,5.6|. Procedure: In a 250 mL three-necked round bottom flask fitted with a condenser and a Dean-Stark trap, a mixture of pyridoxal hydrochloride (330 mg, 1.62 mmol), 4′-amino-biphenyl-2-sulfonic acid tert-butylamide (494 mg, 1.62 mmol), p-toluenesulfonic acid monohydrate (68 mg, 0.36 mmol) in toluene (150 mL) was heated at 100° C. under nitrogen atmosphere for 3 hours. The solvent was then evaporated and the crude product was dissolved in dichloromethane (70 mL), cooled down to 0° C. and then sodium borohydride ... Reactants: NCCCCCC(=O)O (6-Aminocaproic acid), [OH-].[Na+] (sodium hydroxide), C(C)(C)(C)OC(OC(C)(C)C)=O (di-tertbutylcarbonate). The solvent is C(C)(C)(C)O (t-Butanol), O (water), C(C)(C)(C)O (t-butanol), O (water). Run at time 48 hour. The product is CC(C)(OC(=O)NCCCCCC(=O)O)C (6-[[(1,1-Dimethylethoxy)carbonyl]amino]hexanoic acid). The yield is 103.8%. Reaction SMILES: [NH2:1][CH2:2][CH2:3][CH2:4][CH2:5][CH2:6][C:7]([OH:9])=[O:8].[OH-].[Na+].[C:12]([O:16][C:17](=O)[O:18]C(C)(C)C)([CH3:15])([CH3:14])[CH3:13]>O.C(O)(C)(C)C>[CH3:13][C:12]([CH3:15])([O:16][C:17]([NH:1][CH2:2][CH2:3][CH2:4][CH2:5][CH2:6][C:7]([OH:9])=[O:8])=[O:18])[CH3:14] |f:1.2|. Reported procedure: 6-Aminocaproic acid (14.4 g, 110 mmol, 1.1 eq.) was treated with sodium hydroxide (4.4 g, 110 mmol) dissolved in 11 mL of water. t-Butanol (22 mL) was added resulting in a suspension which was next treated with di-tertbutylcarbonate (21.8 g, 100 mmol) dissolved in t-butanol (22 mL). The reaction mixture, which remained a suspension, was stirred for 48 hours at room temperature, then treated with water (75 mL), giving a clear solution. The aqueous solution was then rinsed with two portions of pet... Starting materials: C(C)(C)(C)OC(=O)N1CCN(CC1)C1=C(C=C(C(=C1)N)N)C(NC1=CC=C2C=NNC2=C1)=O (4-[4,5-Diamino-2-(1H-indazol-6-ylcarbamoyl)-phenyl]piperazine-1-carboxylic acid tert-butyl ester), N(=C=S)C1=NC=CC=C1C (2-isothiocyanato-3-methylpyridine). Run in C(CCl)Cl (EDC). Product: C(C)(C)(C)OC(=O)N1CCN(CC1)C1=CC2=C(N=C(N2)NC2=NC=CC=C2C)C=C1C(NC1=CC=C2C=NNC2=C1)=O (4-[6-(1H-indazol-6-ylcarbamoyl)-2-(3-methylpyridin-2-ylamino)-3H-benzimidazol-5-yl]-piperazine-1-carboxylic acid tert-butyl ester). As a reaction SMILES: [C:1]([O:5][C:6]([N:8]1[CH2:13][CH2:12][N:11]([C:14]2[CH:19]=[C:18]([NH2:20])[C:17]([NH2:21])=[CH:16][C:15]=2[C:22](=[O:33])[NH:23][C:24]2[CH:32]=[C:31]3[C:27]([CH:28]=[N:29][NH:30]3)=[CH:26][CH:25]=2)[CH2:10][CH2:9]1)=[O:7])([CH3:4])([CH3:3])[CH3:2].[N:34]([C:37]1[C:42]([CH3:43])=[CH:41][CH:40]=[CH:39][N:38]=1)=[C:35]=S>C(Cl)CCl>[C:1]([O:5][C:6]([N:8]1[CH2:13][CH2:12][N:11]([C:14]2[C:15]([C:22](=[O:33])[NH:23][C:24]3[CH:32]=[C:31]4[C:27]([CH:28]=[N:29][NH:30]4)=[CH:26][CH:25]=3)=[CH:16][C:17]3[N:21]=[C:35]([NH:34][C:37]4[C:42]([CH3:43])=[CH:41][CH:40]=[CH:39][N:38]=4)[NH:20][C:18]=3[CH:19]=2)[CH2:10][CH2:9]1)=[O:7])([CH3:4])([CH3:2])[CH3:3]. Reported procedure: 4-[4,5-Diamino-2-(1H-indazol-6-ylcarbamoyl)-phenyl]piperazine-1-carboxylic acid tert-butyl ester (see Example 87) was reacted with 2-isothiocyanato-3-methylpyridine (0.3 mmol; prepared from 3-methylpyridin-2-ylamine following general procedure A) followed by cyclization using EDC as described in general procedure B to obtain 4-[6-(1H-indazol-6-ylcarbamoyl)-2-(3-methylpyridin-2-ylamino)-3H-benzimidazol-5-yl]-piperazine-1-carboxylic acid tert-butyl ester. MS: m/z 568 (M+H)+.